From a dataset of the Open Reaction Database (ORD), a public repository of structured organic reaction records. describe an organic reaction: reactants, conditions, products, and yield The reactants are CCOP(=O)(CC(=O)NNc1nc2ccc(C(F)(F)F)cc2n(OCc2ccccc2)c1=O)OCC, CCO. Yields the product CCOP(=O)(CC(=O)NNc1nc2ccc(C(F)(F)F)cc2n(O)c1=O)OCC. As a reaction SMILES: [CH2:1]([c:2]1[cH:3][cH:4][cH:5][cH:6][cH:7]1)[O:8][n:9]1[c:10](=[O:36])[c:11]([NH:23][NH:24][C:25]([CH2:26][P:27](=[O:28])([O:29][CH2:30][CH3:31])[O:32][CH2:33][CH3:34])=[O:35])[n:12][c:13]2[cH:14][cH:15][c:16]([C:19]([F:20])([F:21])[F:22])[cH:17][c:18]12.[CH3:37][CH2:38][OH:39]>>[OH:8][n:9]1[c:10](=[O:36])[c:11]([NH:23][NH:24][C:25]([CH2:26][P:27](=[O:28])([O:29][CH2:30][CH3:31])[O:32][CH2:33][CH3:34])=[O:35])[n:12][c:13]2[cH:14][cH:15][c:16]([C:19]([F:20])([F:21])[F:22])[cH:17][c:18]12. Starting materials: CC(C)(C)[Si](C)(C)OCCBr, O=C([O-])[O-], CN(C)C=O, [Cs+], [Cs+], O=C1Cc2ccccc2-c2cccnc2N1. The product is CC(C)(C)[Si](C)(C)OCCN1C(=O)Cc2ccccc2-c2cccnc21. Reaction SMILES: [Br:23][CH2:24][CH2:25][O:26][Si:27]([CH3:28])([CH3:29])[C:30]([CH3:31])([CH3:32])[CH3:33].[C:17](=[O:18])([O-:19])[O-:20].[CH3:34][N:35]([CH3:36])[CH:37]=[O:38].[Cs+:21].[Cs+:22].[cH:1]1[cH:2][cH:3][n:4][c:5]2[c:11]1-[c:10]1[c:9]([cH:15][cH:14][cH:13][cH:12]1)[CH2:8][C:7](=[O:16])[NH:6]2>>[cH:1]1[cH:2][cH:3][n:4][c:5]2[c:11]1-[c:10]1[c:9]([cH:15][cH:14][cH:13][cH:12]1)[CH2:8][C:7](=[O:16])[N:6]2[CH2:24][CH2:25][O:26][Si:27]([CH3:28])([CH3:29])[C:30]([CH3:31])([CH3:32])[CH3:33].